From a dataset of the Open Reaction Database (ORD), a public repository of structured organic reaction records. describe an organic reaction: reactants, conditions, products, and yield Starting materials: ClC1=C(C=O)C=CN=C1 (3-Chloroisonicotinaldehyde), CSC1=CC=C(C=C1)S (4-methylsulfanyl-benzenethiol). Solvent: CN(C)C=O (DMF). Conditions: temperature 65 celsius. The product is CSC1=CC=C(C=C1)SC1=C(C=O)C=CN=C1 (3-{[4-(Methylsulfanyl)phenyl]sulfanyl}isonicotinaldehyde). Yield: 110.3%. As a reaction SMILES: Cl[C:2]1[CH:9]=[N:8][CH:7]=[CH:6][C:3]=1[CH:4]=[O:5].[CH3:10][S:11][C:12]1[CH:17]=[CH:16][C:15]([SH:18])=[CH:14][CH:13]=1>CN(C=O)C>[CH3:10][S:11][C:12]1[CH:17]=[CH:16][C:15]([S:18][C:2]2[CH:9]=[N:8][CH:7]=[CH:6][C:3]=2[CH:4]=[O:5])=[CH:14][CH:13]=1. Procedure: 3-Chloroisonicotinaldehyde [prepared according to R. B. Moffett et al., J. Heterocycl. Chem. 1979, 16, 1459] (550 mg, 3.9 mmol), 4-methylsulfanyl-benzenethiol (732 mg, 4.7 mmol) potassium carbonate (700 mg, 5.1 mmol) and DMF (10 mL) were combined and the mixture was heated together at 65° C. for 2 h. The solvent was removed in vacuo and the residue was partitioned between EtOAc (50 mL) and water (50 mL). The organic layer was washed with brine, dried (MgSO4) and evaporated to give the title comp... Reactants: [F-].[K+] (potassium fluoride), OC1CCNCC1 (4-hydroxypiperidine), FC1=NC=CC(=C1)C1=NC(=CC=C1)C1=CN=C2N1N=C(C=C2)N2[C@H](CCC2)C2=CC(=CC=C2)F ((R)-3-(2′-fluoro-2,4′-bipyridin-6-yl)-6-(2-(3-fluorophenyl)pyrrolidin-1-yl)imidazo[1,2-b]pyridazine). Run in CS(=O)C (DMSO). Product: FC=1C=C(C=CC1)[C@@H]1N(CCC1)C=1C=CC=2N(N1)C(=CN2)C2=CC=CC(=N2)C2=CC(=NC=C2)N2CCC(CC2)O ((R)-1-(6-(6-(2-(3-fluorophenyl)pyrrolidin-1-yl)imidazo[1,2-b]pyridazin-3-yl)-2,4′-bipyridin-2′-yl)piperidin-4-ol). Reaction SMILES: [F-].[K+].[OH:3][CH:4]1[CH2:9][CH2:8][NH:7][CH2:6][CH2:5]1.F[C:11]1[CH:16]=[C:15]([C:17]2[CH:22]=[CH:21][CH:20]=[C:19]([C:23]3[N:27]4[N:28]=[C:29]([N:32]5[CH2:36][CH2:35][CH2:34][C@@H:33]5[C:37]5[CH:42]=[CH:41][CH:40]=[C:39]([F:43])[CH:38]=5)[CH:30]=[CH:31][C:26]4=[N:25][CH:24]=3)[N:18]=2)[CH:14]=[CH:13][N:12]=1>CS(C)=O>[F:43][C:39]1[CH:38]=[C:37]([C@H:33]2[CH2:34][CH2:35][CH2:36][N:32]2[C:29]2[CH:30]=[CH:31][C:26]3[N:27]([C:23]([C:19]4[N:18]=[C:17]([C:15]5[CH:14]=[CH:13][N:12]=[C:11]([N:7]6[CH2:8][CH2:9][CH:4]([OH:3])[CH2:5][CH2:6]6)[CH:16]=5)[CH:22]=[CH:21][CH:20]=4)=[CH:24][N:25]=3)[N:28]=2)[CH:42]=[CH:41][CH:40]=1 |f:0.1|. Procedure: In step 16-4, potassium fluoride (10 g, 175 mmol) and 4-hydroxypiperidine (10.6 g, 105 mmol) were added to a solution of crude (R)-3-(2′-fluoro-2,4′-bipyridin-6-yl)-6-(2-(3-fluorophenyl)pyrrolidin-1-yl)imidazo[1,2-b]pyridazine (16-3) (16.1 g, 35 mmol) in DMSO (100 mL). The mixture was heated overnight to 120° C. (approx. 14 hours). The mixture was filtered through a celite pad and rinsed with EtOAc (1 L). The filtrate was washed with brine, dried over Na2SO4, filtered and concentrated to give a ... The reactants are ClC1=C(C(=CC(=C1)Cl)Cl)N1NC(=C2C1=NC(=NC2=O)CC2=CC(=CC=C2)OC)CC (1-(2,4,6-trichlorophenyl)-3-ethyl-6-(3-methoxybenzyl)pyrazolo[3,4-d]pyrimidin-4-one), B(Br)(Br)Br (boron tribromide). Run in C(Cl)Cl (CH2Cl2), C(Cl)Cl (CH2Cl2). Reaction conditions: time 1 hour. Product: ClC1=C(C(=CC(=C1)Cl)Cl)N1NC(=C2C1=NC(=NC2=O)CC2=CC(=CC=C2)O)CC (1-(2,4,6-trichlorophenyl)-3-ethyl-6-(3-hydroxybenzyl)pyrazolo[3,4-d]pyrimidin-4-one). Yield: 100.7%. RXN SMILES: [Cl:1][C:2]1[CH:7]=[C:6]([Cl:8])[CH:5]=[C:4]([Cl:9])[C:3]=1[N:10]1[C:14]2=[N:15][C:16]([CH2:20][C:21]3[CH:26]=[CH:25][CH:24]=[C:23]([O:27]C)[CH:22]=3)=[N:17][C:18](=[O:19])[C:13]2=[C:12]([CH2:29][CH3:30])[NH:11]1.B(Br)(Br)Br>C(Cl)Cl>[Cl:1][C:2]1[CH:7]=[C:6]([Cl:8])[CH:5]=[C:4]([Cl:9])[C:3]=1[N:10]1[C:14]2=[N:15][C:16]([CH2:20][C:21]3[CH:26]=[CH:25][CH:24]=[C:23]([OH:27])[CH:22]=3)=[N:17][C:18](=[O:19])[C:13]2=[C:12]([CH2:29][CH3:30])[NH:11]1. Procedure details: To a stirred solution of 80 mg (0.17 mmol) of 1-(2,4,6-trichlorophenyl)-3-ethyl-6-(3-methoxybenzyl)pyrazolo[3,4-d]pyrimidin-4-one in 1 mL of CH2Cl2 was added 1 mL (1 mmol) of 1 M boron tribromide in CH2Cl2. The solution was stirred 1 h at ambient temperature and then cooled to 0° C. The reaction was quenched with 4 mL of 1 M aq. HCl. The mixture was poured into water and extracted with 1:1 tetrahydrofuran-EtOAc. The organic extract was washed with brine, dried (MgSO4), and concentrated under red... Reactants: [Br-], CC(=O)CC1(c2ccc(F)cc2)CCN(C(C)c2ccc(Br)cc2)C(=O)O1, C1CCOC1, C[Mg+]. The product is CC(c1ccc(Br)cc1)N1CCC(CC(C)(C)O)(c2ccc(F)cc2)OC1=O. Reaction SMILES: [Br-:28].[Br:1][c:2]1[cH:3][cH:4][c:5]([CH:8]([CH3:9])[N:10]2[C:11](=[O:27])[O:12][C:13]([CH2:16][C:17]([CH3:18])=[O:19])([c:20]3[cH:21][cH:22][c:23]([F:26])[cH:24][cH:25]3)[CH2:14][CH2:15]2)[cH:6][cH:7]1.[CH2:31]1[O:32][CH2:33][CH2:34][CH2:35]1.[CH3:29][Mg+:30]>>[Br:1][c:2]1[cH:3][cH:4][c:5]([CH:8]([CH3:9])[N:10]2[C:11](=[O:27])[O:12][C:13]([CH2:16][C:17]([CH3:18])([OH:19])[CH3:29])([c:20]3[cH:21][cH:22][c:23]([F:26])[cH:24][cH:25]3)[CH2:14][CH2:15]2)[cH:6][cH:7]1. Reactants: CCC1C(=O)N(C(C)c2ccccc2)CC1(C)C(=O)OC, CO, [Na+], C1CCOC1, [OH-]. The product is CCC1C(=O)N(C(C)c2ccccc2)CC1(C)C(=O)O. As a reaction SMILES: [CH2:1]([CH3:2])[CH:3]1[C:4]([CH3:17])([C:18](=[O:19])[O:20][CH3:21])[CH2:5][N:6]([CH:9]([CH3:10])[c:11]2[cH:12][cH:13][cH:14][cH:15][cH:16]2)[C:7]1=[O:8].[CH3:29][OH:30].[Na+:23].[O:24]1[CH2:25][CH2:26][CH2:27][CH2:28]1.[OH-:22]>>[CH2:1]([CH3:2])[CH:3]1[C:4]([CH3:17])([C:18](=[O:19])[OH:20])[CH2:5][N:6]([CH:9]([CH3:10])[c:11]2[cH:12][cH:13][cH:14][cH:15][cH:16]2)[C:7]1=[O:8].